This data is from the Open Reaction Database (ORD), a public repository of structured organic reaction records. The task is: describe an organic reaction: reactants, conditions, products, and yield Procedure details: Reaction of 1-nitro-2-methylthio-2-[3-(2-oxazolylthio)propylamino]ethylene (see Example 19 (iv)) with ethylamine by the procedure of Example 8(ii) gives the title product. Reactants: [N+](=O)([O-])C=C(NCCCSC=1OC=CN1)SC (1-nitro-2-methylthio-2-[3-(2-oxazolylthio)propylamino]ethylene), Example 19 ( iv ), C(C)N (ethylamine). RXN SMILES: [N+:1]([CH:4]=[C:5](SC)[NH:6][CH2:7][CH2:8][CH2:9][S:10][C:11]1[O:12][CH:13]=[CH:14][N:15]=1)([O-:3])=[O:2].[CH2:18]([NH2:20])[CH3:19]>>[N+:1]([CH:4]=[C:5]([NH:20][CH2:18][CH3:19])[NH:6][CH2:7][CH2:8][CH2:9][S:10][C:11]1[O:12][CH:13]=[CH:14][N:15]=1)([O-:3])=[O:2]. Yields the product [N+](=O)([O-])C=C(NCCCSC=1OC=CN1)NCC (1-Nitro-2-ethylamino-2-[3-(2-oxazolylthio)propylamino]ethylene). Yields the product C(C1=CC=CC=C1)OC1=C(C=C(NC2=C(C=NC3=CC(=C(C=C23)NC(CC(CCCN(C)C)N(C)C)=O)OCC)C#N)C=C1)Cl (N-{4-[4-(Benzyloxy)-3-chloroanilino]-3-cyano-7-ethoxy-6-quinolinyl}-3,6-bis(dimethylamino)hexanamide). Reported procedure: A stirred mixture of N-{4-[4-(Benzyloxy)-3-chloroanilino]-3-cyano-7-ethoxy-6-quinolinyl}6-chloro-2-hexenamide (0.58 g, 1.0 mmol), NaI (0.15 g, 1.0 mmol), tetrabutylammonium iodide (74 mg, 0.20 mmol), 4.0 ml of dimethylformamide, and 10 ml of 2.0 M dimethylamine in tetrahydrofuran was heated at 50° C. for 8 h. After the addition of 5 ml more 2.0 M dimethylamine in tetrahydrofuran the mixture was heated at 50° C. for an additional 8 h. After evaporation of the dimethylamine and tetrahydrofuran, th... As a reaction SMILES: [CH2:1]([O:8][C:9]1[CH:39]=[CH:38][C:12]([NH:13][C:14]2[C:23]3[C:18](=[CH:19][C:20]([O:33][CH2:34][CH3:35])=[C:21]([NH:24][C:25](=[O:32])[CH:26]=[CH:27][CH2:28][CH2:29][CH2:30]Cl)[CH:22]=3)[N:17]=[CH:16][C:15]=2[C:36]#[N:37])=[CH:11][C:10]=1[Cl:40])[C:2]1[CH:7]=[CH:6][CH:5]=[CH:4][CH:3]=1.[Na+].[I-].C[N:44]([CH3:47])[CH:45]=O.[CH3:48][NH:49][CH3:50]>[I-].C([N+](CCCC)(CCCC)CCCC)CCC.O1CCCC1>[CH2:1]([O:8][C:9]1[CH:39]=[CH:38][C:12]([NH:13][C:14]2[C:23]3[C:18](=[CH:19][C:20]([O:33][CH2:34][CH3:35])=[C:21]([NH:24][C:25](=[O:32])[CH2:26][CH:27]([N:49]([CH3:50])[CH3:48])[CH2:28][CH2:29][CH2:30][N:44]([CH3:47])[CH3:45])[CH:22]=3)[N:17]=[CH:16][C:15]=2[C:36]#[N:37])=[CH:11][C:10]=1[Cl:40])[C:2]1[CH:7]=[CH:6][CH:5]=[CH:4][CH:3]=1 |f:1.2,5.6|. The reagents and catalysts are [I-].C(CCC)[N+](CCCC)(CCCC)CCCC (tetrabutylammonium iodide). Reactants: C(C1=CC=CC=C1)OC1=C(C=C(NC2=C(C=NC3=CC(=C(C=C23)NC(C=CCCCCl)=O)OCC)C#N)C=C1)Cl (N-{4-[4-(Benzyloxy)-3-chloroanilino]-3-cyano-7-ethoxy-6-quinolinyl}6-chloro-2-hexenamide), [Na+].[I-] (NaI), CN(C=O)C (dimethylformamide), CNC (dimethylamine), CNC (dimethylamine). Reaction conditions: temperature 50 celsius. The solvent is O1CCCC1 (tetrahydrofuran), O1CCCC1 (tetrahydrofuran). Reactants: BrC1=C(C(=C(C=C1)CBr)F)F (1-bromo-4-(bromomethyl)-2,3-difluorobenzene), [C-]#N.[Na+] (NaCN). The solvent is C(C)O (ethanol). Reaction conditions: temperature 10 celsius, time 12 hour. The product is BrC1=C(C(=C(C=C1)CC#N)F)F (2-(4-Bromo-2,3-difluorophenyl)acetonitrile). As a reaction SMILES: [Br:1][C:2]1[CH:7]=[CH:6][C:5]([CH2:8]Br)=[C:4]([F:10])[C:3]=1[F:11].[C-:12]#[N:13].[Na+]>C(O)C>[Br:1][C:2]1[CH:7]=[CH:6][C:5]([CH2:8][C:12]#[N:13])=[C:4]([F:10])[C:3]=1[F:11] |f:1.2|. Procedure details: To a solution of 1-bromo-4-(bromomethyl)-2,3-difluorobenzene (330 mg, 1.154 mmol) in ethanol (10 mL) stirred under N2 at 0° C. was added NaCN (73.5 mg, 1.500 mmol) in one charge. The reaction mixture was stirred at 10° C. for 12 h. Then the solution was concentrated and distributed between EA and saturated NaHCO3 solution. The combined organic extract was washed with brine, dried over MgSO4, filtered and concentrated. The resulting 2-(4-bromo-2,3-difluorophenyl)acetonitrile was used in the next ... Yields the product N#Cc1cc(C(=O)Cl)c2ccccc2c1C#N. Reaction SMILES: [C:1](#[N:2])[c:3]1[cH:4][c:5]([C:15](=[O:16])[OH:17])[c:6]2[cH:7][cH:8][cH:9][cH:10][c:11]2[c:12]1[C:13]#[N:14].[Cl:18][C:19]([C:20]([Cl:21])=[O:22])=[O:23].[Cl:29][CH2:30][Cl:31].[O:24]=[CH:25][N:26]([CH3:27])[CH3:28]>>[C:1](#[N:2])[c:3]1[cH:4][c:5]([C:15](=[O:17])[Cl:18])[c:6]2[cH:7][cH:8][cH:9][cH:10][c:11]2[c:12]1[C:13]#[N:14]. Reactants: N#Cc1cc(C(=O)O)c2ccccc2c1C#N, O=C(Cl)C(=O)Cl, ClCCl, CN(C)C=O. Reactants: [I-].C[S+](=O)(C)C (trimethyloxosulfonium iodide), [H-].[Na+] (sodium hydride), ClC1=CC=C(OC(C(C(C)(C)C)=O)F)C=C1 (1-(4-chlorophenoxy)-3,3-dimethyl-1-fluoro-2-butanone). Solvent: CS(=O)C (DMSO), C1CCOC1 (THF). The product is C(C)(C)(C)C1(OC1)C(F)OC1=CC=C(C=C1)Cl (2-tert.-Butyl-2-[(4-chlorophenoxy)-fluoromethyl]-oxirane). RXN SMILES: [I-].[CH3:2][S+](C)(C)=O.[H-].[Na+].[Cl:9][C:10]1[CH:24]=[CH:23][C:13]([O:14][CH:15]([F:22])[C:16](=[O:21])[C:17]([CH3:20])([CH3:19])[CH3:18])=[CH:12][CH:11]=1>CS(C)=O.C1COCC1>[C:17]([C:16]1([CH:15]([O:14][C:13]2[CH:12]=[CH:11][C:10]([Cl:9])=[CH:24][CH:23]=2)[F:22])[CH2:2][O:21]1)([CH3:19])([CH3:20])[CH3:18] |f:0.1,2.3|. Procedure details: 43 g of trimethyloxosulfonium iodide were added in portions to a dispersion of 5.28 g of 80% sodium hydride in 300 ml of absolute DMSO under a nitrogen atmosphere, while stirring. When the exothermic reaction had subsided, the mixture was stirred for a further 1 h, a solution of 40 g of 1-(4-chlorophenoxy)-3,3-dimethyl-1-fluoro-2-butanone in 100 ml of THF was then added dropwise at RT and the mixture was stirred at RT for a further 2 h. The reaction solution was then poured onto ice-water and ex...